Dataset: the Open Reaction Database (ORD), a public repository of structured organic reaction records. Task: describe an organic reaction: reactants, conditions, products, and yield Reactants: [BH4-], CCO, O=Cc1ccc(OC(F)F)c(OC(F)F)c1, [Na+], [Na+], [OH-]. Yields the product OCc1ccc(OC(F)F)c(OC(F)F)c1. Reaction SMILES: [BH4-:17].[CH3:21][CH2:22][OH:23].[F:1][CH:2]([O:3][c:4]1[cH:5][c:6]([CH:7]=[O:8])[cH:9][cH:10][c:11]1[O:12][CH:13]([F:14])[F:15])[F:16].[Na+:18].[Na+:20].[OH-:19]>>[F:1][CH:2]([O:3][c:4]1[cH:5][c:6]([CH2:7][OH:8])[cH:9][cH:10][c:11]1[O:12][CH:13]([F:14])[F:15])[F:16]. The reactants are ClC1=CC(=C(C2=CC=CC=C12)O)C(CCCCCC(=O)OCC)C1=CC=CC=C1 (ethyl 7-(4-chloro-1-hydroxy-2-naphthyl)-7-phenylheptanoate), C(C)O (ethanol). The reagents and catalysts are [Pd] (palladium-on-carbon). Run in C(C)N(CC)CC (triethylamine). Conditions: time 16 hour. The product is OC1=C(C=CC2=CC=CC=C12)C(CCCCCC(=O)OCC)C1=CC=CC=C1 (Ethyl 7-(1-hydroxy-2-naphthyl)-7-phenylheptanoate). The yield is 92.6%. As a reaction SMILES: Cl[C:2]1[C:11]2[C:6](=[CH:7][CH:8]=[CH:9][CH:10]=2)[C:5]([OH:12])=[C:4]([CH:13]([C:24]2[CH:29]=[CH:28][CH:27]=[CH:26][CH:25]=2)[CH2:14][CH2:15][CH2:16][CH2:17][CH2:18][C:19]([O:21][CH2:22][CH3:23])=[O:20])[CH:3]=1.C(O)C>[Pd].C(N(CC)CC)C>[OH:12][C:5]1[C:6]2[C:11](=[CH:10][CH:9]=[CH:8][CH:7]=2)[CH:2]=[CH:3][C:4]=1[CH:13]([C:24]1[CH:29]=[CH:28][CH:27]=[CH:26][CH:25]=1)[CH2:14][CH2:15][CH2:16][CH2:17][CH2:18][C:19]([O:21][CH2:22][CH3:23])=[O:20]. Procedure: Using ethyl 7-(4-chloro-1-hydroxy-2-naphthyl)-7-phenylheptanoate (4.3 g), 10% palladium-on-carbon (0.4 g), ethanol (90 ml), and triethylamine (10 ml), a catalytic hydrogenation reaction was carried out at 50° C. and atmospheric pressure for 16 hours. The reaction mixture was then filtered and the filtrate was concentrated and applied to a silica gel column (hexane-ethyl acetate) to provide the title compound (3.65 g). The reactants are BrC1=C(C=C(C=C1)Br)F (1,4-dibromo-2-fluorobenzene), [Li]CCCC (n-BuLi), [Li]CCCC (n-BuLi), C[Si](C)(C)Cl (TMSCl), C(C)(C)OB1OC(C(O1)(C)C)(C)C (2-Isopropoxy-4,4,5,5-tetramethyl-1,3,2-dioxaborolane), [NH4+].[Cl-] (NH4Cl). The solvent is C1CCOC1 (THF). Run at temperature -78 celsius, time 1 hour. Yields the product FC=1C=C(C=CC1B1OC(C(O1)(C)C)(C)C)[Si](C)(C)C ((3-fluoro-4-(4,4,5,5-tetramethyl-1,3,2-dioxaborolan-2-yl)-phenyl)trimethylsilane). The yield is 76.0%. As a reaction SMILES: Br[C:2]1[CH:7]=[CH:6][C:5](Br)=[CH:4][C:3]=1[F:9].[Li]CCCC.C(O[B:19]1[O:23][C:22]([CH3:25])([CH3:24])[C:21]([CH3:27])([CH3:26])[O:20]1)(C)C.[CH3:28][Si:29](Cl)([CH3:31])[CH3:30].[NH4+].[Cl-]>C1COCC1>[F:9][C:3]1[CH:4]=[C:5]([Si:29]([CH3:31])([CH3:30])[CH3:28])[CH:6]=[CH:7][C:2]=1[B:19]1[O:23][C:22]([CH3:25])([CH3:24])[C:21]([CH3:27])([CH3:26])[O:20]1 |f:4.5|. Procedure: To a −78° C. solution of 1,4-dibromo-2-fluorobenzene (4 g, 15.75 mmol) in THF (52.5 mL) was added a solution of n-BuLi (2.5 M in hexanes; 6.3 mL, 15.75 mmol). The reaction mixture was stirred at −78° C. for 30 min 2-Isopropoxy-4,4,5,5-tetramethyl-1,3,2-dioxaborolane (3.21 mL, 15.75 mmol) was then added, and the mixture was stirred at −78° C. for an additional 1 h. A solution of n-BuLi (2.5 M in hexanes; 6.3 mL, 15.75 mmol) was then added, followed after 30 min by TMSCl (4.03 mL, 31.5 mmol). The ... Reactants: COC(=O)c1ccc(CBr)cc1, CO, Cl, Cl, C1CNCCN1, C1CNCCN1, O, O, O, O, O, O. The product is COC(=O)c1ccc(CN2CCNCC2)cc1. RXN SMILES: [Br:21][CH2:22][c:23]1[cH:24][cH:25][c:26]([C:27](=[O:28])[O:29][CH3:30])[cH:31][cH:32]1.[CH3:33][OH:34].[ClH:13].[ClH:14].[NH:15]1[CH2:16][CH2:17][NH:18][CH2:19][CH2:20]1.[NH:7]1[CH2:8][CH2:9][NH:10][CH2:11][CH2:12]1.[OH2:1].[OH2:2].[OH2:3].[OH2:4].[OH2:5].[OH2:6]>>[N:7]1([CH2:22][c:23]2[cH:24][cH:25][c:26]([C:27](=[O:28])[O:29][CH3:30])[cH:31][cH:32]2)[CH2:8][CH2:9][NH:10][CH2:11][CH2:12]1. Starting materials: Cl (hydrochloric acid), C(C)OC(CCCCOC1=CC=C(C=C1)OCC1=CC=CC=C1)=O (5-(4-Benzyloxy-phenoxy)-pentanoic acid ethyl ester), [OH-].[Na+] (sodium hydroxide), O (Water). Solvent: C(C)(=O)OCC (ethyl acetate), C(C)OCC (diethyl ether), CO (methanol). Conditions: time 30 minute. Product: C(C1=CC=CC=C1)OC1=CC=C(OCCCCC(=O)O)C=C1 (5-(4-Benzyloxy-phenoxy)-pentanoic acid). Isolated yield 64.6%. RXN SMILES: C([O:3][C:4](=[O:24])[CH2:5][CH2:6][CH2:7][CH2:8][O:9][C:10]1[CH:15]=[CH:14][C:13]([O:16][CH2:17][C:18]2[CH:23]=[CH:22][CH:21]=[CH:20][CH:19]=2)=[CH:12][CH:11]=1)C.[OH-].[Na+].O.Cl>C(OCC)(=O)C.C(OCC)C.CO>[CH2:17]([O:16][C:13]1[CH:12]=[CH:11][C:10]([O:9][CH2:8][CH2:7][CH2:6][CH2:5][C:4]([OH:24])=[O:3])=[CH:15][CH:14]=1)[C:18]1[CH:19]=[CH:20][CH:21]=[CH:22][CH:23]=1 |f:1.2|. Procedure: To a 1 L round bottom flask, equipped with a reflux condenser, was added 5-(4-Benzyloxy-phenoxy)-pentanoic acid ethyl ester (15.13 g, 46 mmol) and 2N aqueous sodium hydroxide (47 mL). The mixture was allowed to stir for 30 minutes. Water (200 mL) was added. The mixture was stirred for 20 minutes then heated to reflux for 2 hours to form a brown solution. The solution was quickly cooled to room temperature by the addition of ice. The cooled solution was acidified with 2N aqueous hydrochloric acid...